The task is: describe an organic reaction: reactants, conditions, products, and yield. This data is from the Open Reaction Database (ORD), a public repository of structured organic reaction records. Reactants: CO, COC(=O)c1ccc(Nc2c(C(=O)O)ccc(F)c2F)c(F)c1, NOCCO. Reaction SMILES: [CH3:29][OH:30].[F:1][c:2]1[c:3]([NH:12][c:13]2[c:14]([F:23])[cH:15][c:16]([C:19](=[O:20])[O:21][CH3:22])[cH:17][cH:18]2)[c:4]([C:5](=[O:6])[OH:7])[cH:8][cH:9][c:10]1[F:11].[NH2:24][O:25][CH2:26][CH2:27][OH:28]>>[F:1][c:2]1[c:3]([NH:12][c:13]2[c:14]([F:23])[cH:15][c:16]([C:19](=[O:20])[O:21][CH3:22])[cH:17][cH:18]2)[c:4]([C:5](=[O:7])[NH:24][O:25][CH2:26][CH2:27][OH:28])[cH:8][cH:9][c:10]1[F:11]. The product is COC(=O)c1ccc(Nc2c(C(=O)NOCCO)ccc(F)c2F)c(F)c1. Starting materials: C(C)(C)(C)OC(=O)NCC(CCOS(=O)(=O)C)OS(=O)(=O)C (methanesulfonic acid 1-(tert-butoxycarbonylamino-methyl)-3-methanesulfonyloxy-propyl ester), O.[S-2].[Na+].[Na+] (sodium sulfide monohydrate). Run in CO (methanol). Conditions: temperature 40 celsius, time 3 hour. Yields the product C(C)(C)(C)OC(NCC1SCC1)=O (thietan-2-ylmethyl-carbamic acid tert-butyl ester). Yield: 21.5%. RXN SMILES: [C:1]([O:5][C:6]([NH:8][CH2:9][CH:10](OS(C)(=O)=O)[CH2:11][CH2:12]OS(C)(=O)=O)=[O:7])([CH3:4])([CH3:3])[CH3:2].O.[S-2:24].[Na+].[Na+]>CO>[C:1]([O:5][C:6](=[O:7])[NH:8][CH2:9][CH:10]1[CH2:11][CH2:12][S:24]1)([CH3:2])([CH3:3])[CH3:4] |f:1.2.3.4|. Procedure: To a solution of crude methanesulfonic acid 1-(tert-butoxycarbonylamino-methyl)-3-methanesulfonyloxy-propyl ester (1.24 g) in methanol (25 ml) was added sodium sulfide monohydrate (0.84 g). The reaction mixture was stirred at 40° C. for 3 hours. The methanol was partially removed by distillation. Water was added and the mixture was extracted three times with ethyl acetate. The organic phases were combined, dried over anhydrous sodium sulfate and concentrated. The residue was purified over silica... RXN SMILES: Cl[CH2:2][CH2:3][C:4]1[CH:9]=[CH:8][C:7]([N:10]2[C:14]3[CH:15]=[CH:16][C:17]([O:19]C)=[CH:18][C:13]=3[N:12]=[C:11]2[CH2:21][CH3:22])=[CH:6][CH:5]=1.[OH-].[Na+].[BrH:25]>>[Br:25][CH2:2][CH2:3][C:4]1[CH:9]=[CH:8][C:7]([N:10]2[C:14]3[CH:15]=[CH:16][C:17]([OH:19])=[CH:18][C:13]=3[N:12]=[C:11]2[CH2:21][CH3:22])=[CH:6][CH:5]=1 |f:1.2|. Reaction conditions: temperature 100 celsius, time 6 hour. Procedure details: A mixture of 1-[4-(2-chloroethyl)phenyl]-2-ethyl-5-methoxy-1H-benzimidazole (step 5 of Example 71, 600 mg, 1.9 mmol) in 48% hydrobromic acid (60 mL) was stirred at 100° C. for 6 h. After cooling, the mixture was neutralized with 2N aqueous NaOH and extracted with ethyl acetate (100 mL). The organic layer was washed with brine (50 mL), dried (Na2SO4), and concentrated to afford 890 mg (quant.) of the title compound as pale yellow solids: 1H-NMR (CDCl3) δ 7.64 (4H, s), 7.16 (2H, m), 6.97–7.01 (1H,... The product is BrCCC1=CC=C(C=C1)N1C(=NC2=C1C=CC(=C2)O)CC (1-[4-(2-Bromoethyl)phenyl]-2-ethyl-1H-benzimidazol-5-ol). Reactants: ClCCC1=CC=C(C=C1)N1C(=NC2=C1C=CC(=C2)OC)CC (1-[4-(2-Chloroethyl)phenyl]-2-ethyl-5-methoxy-1H-benzimidazole), Br (hydrobromic acid), [OH-].[Na+] (NaOH). Starting materials: mercuric acetate, CC1=C(C(=CC=2N=CNC21)C)N=C=S (4,6-dimethyl-5-isothiocyanatobenzimidazole), C(CN)N (ethylenediamine), C(Cl)Cl (methylene chloride), C(Cl)Cl (methylene chloride). The solvent is CO (methanol). Conditions: time 15 minute. Yields the product CC1=C(C(=CC=2N=CNC21)C)NN2C=NCC2 (4,6-dimethyl-5-(2-imidazolinylamino)benzimidazole). Reaction SMILES: [CH3:1][C:2]1[C:10]2[NH:9][CH:8]=[N:7][C:6]=2[CH:5]=[C:4]([CH3:11])[C:3]=1[N:12]=C=S.[CH2:15]([NH2:18])[CH2:16][NH2:17].[CH2:19](Cl)Cl>CO>[CH3:1][C:2]1[C:10]2[NH:9][CH:8]=[N:7][C:6]=2[CH:5]=[C:4]([CH3:11])[C:3]=1[NH:12][N:17]1[CH2:16][CH2:15][N:18]=[CH:19]1. Reported procedure: A solution of 4,6-dimethyl-5-isothiocyanatobenzimidazole (250 mg, 1.23 mmol) in methylene chloride (5 mL) is added dropwise to a solution of ethylenediamine (370 mg, 6.2 mmol) in methylene chloride (5 mL). The resulting solution is stirred at room temperature for 15 minutes then rotary evaporated. The residue is dissolved in methanol (10 mL) and to this solution is added mercuric acetate (390 mg, 1.23 mmol). The resulting reaction mixture is stirred at room temperature for 1 hour, filtered throu... The reactants are C(C)(C)Br (Isopropyl bromide), C(=O)([O-])[O-].[K+].[K+] (K2CO3), O=CC1=CC(OC)=C(O)C=C1 (vanillin). The solvent is CN(C)C=O (DMF), C(C)OCC (diethyl ether). Run at temperature 80 celsius. The product is C(C)(C)OC1=C(C=C(C=O)C=C1)OC (Vanillin isopropyl ether), oil. Isolated yield 100.0%. As a reaction SMILES: [CH:1](Br)([CH3:3])[CH3:2].C([O-])([O-])=O.[K+].[K+].[O:11]=[CH:12][C:13]1[CH:21]=[CH:20][C:18]([OH:19])=[C:15]([O:16][CH3:17])[CH:14]=1>CN(C=O)C.C(OCC)C>[CH:1]([O:19][C:18]1[CH:20]=[CH:21][C:13]([CH:12]=[O:11])=[CH:14][C:15]=1[O:16][CH3:17])([CH3:3])[CH3:2] |f:1.2.3|. Procedure details: Isopropyl bromide (40.0 mL, 421 mmol) was added to a suspension of K2CO3 (48.0 g, 348 mmol) and vanillin (40 g, 263 mmol) in DMF (150 mL) and the stirring slurry heated to 80° C. for 15 h. The reaction mixture was then cooled to room temperature, diluted with diethyl ether (200 mL) and washed with H2O (4×200 mL), dried (MgSO4) and concentrated under reduced pressure giving the title compound as a slightly tan oil (51.0 g, 100%) which required no further purification. The spectra of this material... Starting materials: N1C(CCC1)=O (pyrrolidin-2-one), BrC=1C=CC(=NC1OCC1CC1)C(=O)O (5-bromo-6-cyclopropylmethoxy-pyridine-2-carboxylic acid), dimethylbisdiphenyl-phosphinoxanthene, C([O-])([O-])=O.[Cs+].[Cs+] (cesium carbonate). The reagents and catalysts are C=1C=CC(=CC1)/C=C/C(=O)/C=C/C2=CC=CC=C2.C=1C=CC(=CC1)/C=C/C(=O)/C=C/C2=CC=CC=C2.C=1C=CC(=CC1)/C=C/C(=O)/C=C/C2=CC=CC=C2.[Pd].[Pd] (tris(dibenzylideneacetone)dipalladium). Run in O1CCOCC1 (1,4-dioxane). Conditions: temperature 110 celsius, time 8 hour. Yields the product C1(CC1)COC1=C(C=CC(=N1)C(=O)O)N1C(CCC1)=O (6-Cyclopropylmethoxy-5-(2-oxo-pyrrolidin-1-yl)-pyridine-2-carboxylic acid). Yield: 54.3%. RXN SMILES: [NH:1]1[CH2:5][CH2:4][CH2:3][C:2]1=[O:6].C(=O)([O-])[O-].[Cs+].[Cs+].Br[C:14]1[CH:15]=[CH:16][C:17]([C:25]([OH:27])=[O:26])=[N:18][C:19]=1[O:20][CH2:21][CH:22]1[CH2:24][CH2:23]1>O1CCOCC1.C1C=CC(/C=C/C(/C=C/C2C=CC=CC=2)=O)=CC=1.C1C=CC(/C=C/C(/C=C/C2C=CC=CC=2)=O)=CC=1.C1C=CC(/C=C/C(/C=C/C2C=CC=CC=2)=O)=CC=1.[Pd].[Pd]>[CH:22]1([CH2:21][O:20][C:19]2[N:18]=[C:17]([C:25]([OH:27])=[O:26])[CH:16]=[CH:15][C:14]=2[N:1]2[CH2:5][CH2:4][CH2:3][C:2]2=[O:6])[CH2:23][CH2:24]1 |f:1.2.3,6.7.8.9.10|. Reported procedure: Under nitrogen atmosphere, pyrrolidin-2-one (375 mg, 4.4 mmol), dimethylbisdiphenyl-phosphinoxanthene (CAS 161265-03-8, 127 mg, 2.4 mmol), tris(dibenzylideneacetone)dipalladium (CAS 51364-51-3, 67 mg, 0.1 mmol) and cesium carbonate (CAS 534-17-8, 1.8 g, 6 mmol) in 1,4-dioxane (100 mL) were added to a solution of 5-bromo-6-cyclopropylmethoxy-pyridine-2-carboxylic acid (Example 9 d, 1 g, 4 mmol) and the reaction mixture was stirred overnight at 110° C. The reaction mixture was concentrated in vacu...